From a dataset of the Open Reaction Database (ORD), a public repository of structured organic reaction records. describe an organic reaction: reactants, conditions, products, and yield Starting materials: C(#N)C(C1=C(C(=C(C=C1)OC)OC)OC)N1CCNCC1 (N-(α-cyano-2,3,4-trimethoxybenzyl)piperazine), ClC(=O)OCC (ethyl chloroformate), N1=CC=CC=C1 (pyridine), resultant solution. The solvent is C(C)OCC (diethyl ether), C(C)OCC (diethyl ether). Product: C(#N)C(C1=C(C(=C(C=C1)OC)OC)OC)N1CCN(CC1)C(=O)OCC (N-(α-cyano-2,3,4-trimethoxybenzyl)-N'-ethoxycarbonylpiperazine). RXN SMILES: [C:1]([CH:3]([N:16]1[CH2:21][CH2:20][NH:19][CH2:18][CH2:17]1)[C:4]1[CH:9]=[CH:8][C:7]([O:10][CH3:11])=[C:6]([O:12][CH3:13])[C:5]=1[O:14][CH3:15])#[N:2].N1C=CC=CC=1.Cl[C:29]([O:31][CH2:32][CH3:33])=[O:30]>C(OCC)C>[C:1]([CH:3]([N:16]1[CH2:21][CH2:20][N:19]([C:29]([O:31][CH2:32][CH3:33])=[O:30])[CH2:18][CH2:17]1)[C:4]1[CH:9]=[CH:8][C:7]([O:10][CH3:11])=[C:6]([O:12][CH3:13])[C:5]=1[O:14][CH3:15])#[N:2]. Reported procedure: 14.5 g. of N-(α-cyano-2,3,4-trimethoxybenzyl)piperazine was dissolved in 50 ml. of anhydrous diethyl ether and to the resultant solution was added 4 g. of pyridine. To the mixture was added dropwise 6 g. of ethyl chloroformate dissolved in 10 ml. of anhydrous diethyl ether over a period of about 30 minutes with ice cooling while the internal temperature was kept at 10° - 15°C. The mixture was further stirred at room temperature and filtered off to separate an insoluble matter. The filtrate was e... Starting materials: C(#N)C(C(=O)NC(=O)OCC)=CNC1=CC=C(C=C1)Cl (α-cyano-β-(4-chloroanilino)-N-ethoxycarbonylacrylamide). Solvent: ClC1=C(C=CC=C1)Cl (ortho-dichlorobenzene). Run at time 2 hour. The product is C(#N)C=1C(NC(N(C1)C1=CC=C(C=C1)Cl)=O)=O (5-cyano-1-(4-chlorophenyl)uracil). Reaction SMILES: [C:1]([C:3](=[CH:12][NH:13][C:14]1[CH:19]=[CH:18][C:17]([Cl:20])=[CH:16][CH:15]=1)[C:4]([NH:6][C:7](OCC)=[O:8])=[O:5])#[N:2]>ClC1C=CC=CC=1Cl>[C:1]([C:3]1[C:4](=[O:5])[NH:6][C:7](=[O:8])[N:13]([C:14]2[CH:19]=[CH:18][C:17]([Cl:20])=[CH:16][CH:15]=2)[CH:12]=1)#[N:2]. Procedure details: A mixture of 8.8 g (0.03 mol) of α-cyano-β-(4-chloroanilino)-N-ethoxycarbonylacrylamide and 40 ml of ortho-dichlorobenzene is heated at reflux. After about 2 hours, crystals appear and the mixture is allowed to cool to room temperature. The mixture is filtered to yield 5-cyano-1-(4-chlorophenyl)uracil, m.p. 236°-239°. Reactants: CN(C(=O)c1cc2c(s1)-c1ccc(Br)cc1OCC2)c1cc(C(=O)N2CC(F)(F)C2)ccc1Cl, O=C([O-])[O-], CN, CS(C)=O, Cc1ccccc1, Cl, [Na+], [Na+], CC(=O)[O-], CC(=O)[O-], CN(C)C=O, [Pd+2]. The product is CNC(=O)c1ccc2c(c1)OCCc1cc(C(=O)N(C)c3cc(C(=O)N4CC(F)(F)C4)ccc3Cl)sc1-2. As a reaction SMILES: [Br:1][c:2]1[cH:3][cH:4][c:5]2[c:6]([cH:34]1)[O:7][CH2:8][CH2:9][c:10]1[c:11]-2[s:12][c:13]([C:15](=[O:16])[N:17]([CH3:18])[c:19]2[c:20]([Cl:33])[cH:21][cH:22][c:23]([C:25](=[O:26])[N:27]3[CH2:28][C:29]([F:31])([F:32])[CH2:30]3)[cH:24]2)[cH:14]1.[C:38]([O-:39])([O-:40])=[O:41].[CH3:35][NH2:36].[CH3:44][S:45]([CH3:46])=[O:47].[CH3:48][c:49]1[cH:50][cH:51][cH:52][cH:53][cH:54]1.[ClH:37].[Na+:42].[Na+:43].[O-:61][C:62]([CH3:63])=[O:64].[O-:65][C:66]([CH3:67])=[O:68].[O:55]=[CH:56][N:57]([CH3:58])[CH3:59].[Pd+2:60]>>[c:2]1([C:38]([NH:36][CH3:35])=[O:41])[cH:3][cH:4][c:5]2[c:6]([cH:34]1)[O:7][CH2:8][CH2:9][c:10]1[c:11]-2[s:12][c:13]([C:15](=[O:16])[N:17]([CH3:18])[c:19]2[c:20]([Cl:33])[cH:21][cH:22][c:23]([C:25](=[O:26])[N:27]3[CH2:28][C:29]([F:31])([F:32])[CH2:30]3)[cH:24]2)[cH:14]1. The reactants are N1=CC=NC=2SC3=C(NC21)C=C(C=C3)CN3C(C=2C(C3=O)=CC=CC2)=O (N-(10H-pyrazino[2,3-b][1,4]benzothiazin-8-ylmethyl)phthalimide), C(C)O (ethanol). Solvent: O.NN (hydrazine monohydrate). Conditions: temperature 80 celsius. Yields the product NCC=1C=CC2=C(NC3=C(S2)N=CC=N3)C1 (8-(Aminomethyl)10H-pyrazino[2,3-b][1,4]benzothiazine). Isolated yield 99.0%. Reaction SMILES: [N:1]1[C:10]2[NH:9][C:8]3[CH:11]=[C:12]([CH2:15][N:16]4C(=O)C5=CC=CC=C5C4=O)[CH:13]=[CH:14][C:7]=3[S:6][C:5]=2[N:4]=[CH:3][CH:2]=1.C(O)C>O.NN>[NH2:16][CH2:15][C:12]1[CH:13]=[CH:14][C:7]2[S:6][C:5]3[N:4]=[CH:3][CH:2]=[N:1][C:10]=3[NH:9][C:8]=2[CH:11]=1 |f:2.3|. Procedure details: 7.9 g of N-(10H-pyrazino[2,3-b][1,4]benzothiazin-8-ylmethyl)phthalimide was suspended in hydrazine monohydrate (10 ml)/ethanol (50 ml) and the reaction mixture was heated to 80° C. for 20 minutes. Then the reaction mixture was brought back to room temperature. After distilling off the solvent under reduced pressure, the residue was distributed into an aqueous solution of potassium carbonate and ethyl acetate. The organic layer was extracted and dried over anhydrous sodium sulfate. After distilli... The reactants are C(C1=CC=CC=C1)OC[C@H](CF)C1=C(C=C(C=C1)Br)C ((R)-1-(1-(Benzyloxy)-3-fluoropropan-2-yl)-4-bromo-2-methylbenzene), [Li]CCCC (n-BuLi), Cl (HCl), B(OC)(OC)OC (trimethyl borate). Solvent: C1CCOC1 (THF), CCOC(=O)C (EtOAc). Run at temperature -78 celsius, time 15 minute. Product: C(C1=CC=CC=C1)OC[C@H](CF)C1=C(C=C(C=C1)B(O)O)C ((R)-(4-(1-(Benzyloxy)-3-fluoropropan-2-yl)-3-methylphenyl)boronic acid). Isolated yield 48.5%. As a reaction SMILES: [CH2:1]([O:8][CH2:9][C@@H:10]([C:13]1[CH:18]=[CH:17][C:16](Br)=[CH:15][C:14]=1[CH3:20])[CH2:11][F:12])[C:2]1[CH:7]=[CH:6][CH:5]=[CH:4][CH:3]=1.[Li]CCCC.[B:26](OC)([O:29]C)[O:27]C.Cl>C1COCC1.CCOC(C)=O>[CH2:1]([O:8][CH2:9][C@@H:10]([C:13]1[CH:18]=[CH:17][C:16]([B:26]([OH:29])[OH:27])=[CH:15][C:14]=1[CH3:20])[CH2:11][F:12])[C:2]1[CH:7]=[CH:6][CH:5]=[CH:4][CH:3]=1. Procedure: To a solution of 24B (0.46 g, 1.364 mmol) in THF (7 mL) at −78° C., was added a solution of n-BuLi (2.2 mL, 3.52 mmol) dropwise. The mixture was stirred at −78° C. for 15 min, then was treated with trimethyl borate (0.456 mL, 4.09 mmol). The reaction was stirred at −78° C. for 15 min, then was allowed to warm to rt and stir for 3 h. The reaction mixture was diluted with EtOAc (30 mL), treated with 1N HCl (20 mL). The mixture was stirred at rt for 1 h. The phases were separated, then the aqueous ... The reactants are S(=S)(=O)([O-])[O-].[Na+].[Na+] (sodium thiosulfate), ClC=1C=C(C=C(C1)Cl)[C@@H]1[C@@H](N(C(O1)=O)CC1=NC(=NC=C1C=1C=C(C=CC1OC)C1=C(C=C(C=C1)C(=O)OC)C)SC)C (methyl 3′-[4-{[(4S,5R)-5-(3,5-dichlorophenyl)-4-methyl-2-oxo-1,3-oxazolidin-3-yl]methyl}-2-(methylsulfanyl)pyrimidin-5-yl]-4′-methoxy-2-methylbiphenyl-4-carboxylate), ClC1=CC(=CC=C1)C(=O)OO (m-chloroperbenzoic acid). Run in C(Cl)Cl (DCM), C(Cl)Cl (DCM). Product: ClC=1C=C(C=C(C1)Cl)[C@@H]1[C@@H](N(C(O1)=O)CC1=NC(=NC=C1C=1C=C(C=CC1OC)C1=C(C=C(C=C1)C(=O)OC)C)S(=O)(=O)C)C (methyl 3′-[4-{[(4S,5R)-5-(3,5-dichlorophenyl)-4-methyl-2-oxo-1,3-oxazolidin-3-yl]methyl}-2-(methylsulfonyl)pyrimidin-5-yl]-4′-methoxy-2-methylbiphenyl-4-carboxylate). Reaction SMILES: [Cl:1][C:2]1[CH:3]=[C:4]([C@H:9]2[O:13][C:12](=[O:14])[N:11]([CH2:15][C:16]3[C:21]([C:22]4[CH:23]=[C:24]([C:30]5[CH:35]=[CH:34][C:33]([C:36]([O:38][CH3:39])=[O:37])=[CH:32][C:31]=5[CH3:40])[CH:25]=[CH:26][C:27]=4[O:28][CH3:29])=[CH:20][N:19]=[C:18](SC)[N:17]=3)[C@H:10]2[CH3:43])[CH:5]=[C:6]([Cl:8])[CH:7]=1.Cl[C:45]1C=CC=C(C(OO)=O)C=1.[S:55]([O-:59])([O-])(=[O:57])=S.[Na+].[Na+]>C(Cl)Cl>[Cl:8][C:6]1[CH:5]=[C:4]([C@H:9]2[O:13][C:12](=[O:14])[N:11]([CH2:15][C:16]3[C:21]([C:22]4[CH:23]=[C:24]([C:30]5[CH:35]=[CH:34][C:33]([C:36]([O:38][CH3:39])=[O:37])=[CH:32][C:31]=5[CH3:40])[CH:25]=[CH:26][C:27]=4[O:28][CH3:29])=[CH:20][N:19]=[C:18]([S:55]([CH3:45])(=[O:59])=[O:57])[N:17]=3)[C@H:10]2[CH3:43])[CH:3]=[C:2]([Cl:1])[CH:7]=1 |f:2.3.4|. Reported procedure: To methyl 3′-[4-{[(4S,5R)-5-(3,5-dichlorophenyl)-4-methyl-2-oxo-1,3-oxazolidin-3-yl]methyl}-2-(methylsulfanyl)pyrimidin-5-yl]-4′-methoxy-2-methylbiphenyl-4-carboxylate (294 mg, 0.46 mmol) in DCM (5 mL) at 0° C. was added m-chloroperbenzoic acid (319 mg, 1.381 mmol). The reaction was allowed to warm to room temperature and was diluted with DCM and sat'd sodium thiosulfate solution. The organic was washed with sat'd NaHCO3, brine, dried (Na2SO4) concentrate before purification by column chromatogr... The product is CNC(=O)c1ccccc1C(O)c1ccccc1. Reaction SMILES: [C:1]([c:2]1[cH:3][cH:4][cH:5][cH:6][cH:7]1)(=[O:8])[NH:9][CH3:10].[CH2:11]([Li:12])[CH2:13][CH2:14][CH3:15].[CH3:26][CH2:27][CH2:28][CH2:29][CH2:30][CH3:31].[CH:16](=[O:17])[c:18]1[cH:19][cH:20][cH:21][cH:22][cH:23]1.[Cl-:24].[NH4+:25].[O:32]1[CH2:33][CH2:34][CH2:35][CH2:36]1>>[C:1]([c:2]1[c:3]([CH:16]([OH:17])[c:18]2[cH:19][cH:20][cH:21][cH:22][cH:23]2)[cH:4][cH:5][cH:6][cH:7]1)(=[O:8])[NH:9][CH3:10]. Starting materials: CNC(=O)c1ccccc1, [Li]CCCC, CCCCCC, O=Cc1ccccc1, [Cl-], [NH4+], C1CCOC1.